Dataset: the Open Reaction Database (ORD), a public repository of structured organic reaction records. Task: describe an organic reaction: reactants, conditions, products, and yield The reactants are CCCCCC, CN(C)P(=O)(N(C)C)N(C)C, O=C(C1CC1)C1CC1, C#Cc1ncn2c1CN(C)C(=O)c1c(Cl)cccc1-2, Cl, [Li]CCCC, C1CCOC1, O. Product: CN1Cc2c(C#CC(O)(C3CC3)C3CC3)ncn2-c2cccc(Cl)c2C1=O. Reaction SMILES: [CH3:39][CH2:40][CH2:41][CH2:42][CH2:43][CH3:44].[CH3:46][N:47]([CH3:48])[P:49](=[O:50])([N:51]([CH3:52])[CH3:53])[N:54]([CH3:55])[CH3:56].[CH:25]1([C:28](=[O:29])[CH:30]2[CH2:31][CH2:32]2)[CH2:26][CH2:27]1.[Cl:1][c:2]1[cH:3][cH:4][cH:5][c:6]2[c:7]1[C:8](=[O:19])[N:9]([CH3:18])[CH2:10][c:11]1[n:12]-2[cH:13][n:14][c:15]1[C:16]#[CH:17].[ClH:33].[Li:20][CH2:21][CH2:22][CH2:23][CH3:24].[O:34]1[CH2:35][CH2:36][CH2:37][CH2:38]1.[OH2:45]>>[Cl:1][c:2]1[cH:3][cH:4][cH:5][c:6]2[c:7]1[C:8](=[O:19])[N:9]([CH3:18])[CH2:10][c:11]1[n:12]-2[cH:13][n:14][c:15]1[C:16]#[C:17][C:28]([CH:25]1[CH2:26][CH2:27]1)([OH:29])[CH:30]1[CH2:31][CH2:32]1. Reactants: CO, CCN(CC)C(=O)NC(=S)Nc1c(Cl)cccc1Cl, CI. The product is CCN(CC)C(=O)NC(=[NH+]c1c(Cl)cccc1Cl)SC, [I-]. Reaction SMILES: [CH3:22][OH:23].[Cl:1][c:2]1[c:3]([NH:9][C:10](=[S:11])[NH:12][C:13]([N:14]([CH2:15][CH3:16])[CH2:17][CH3:18])=[O:19])[c:4]([Cl:8])[cH:5][cH:6][cH:7]1.[I:20][CH3:21]>>[Cl:1][c:2]1[c:3]([NH+:9]=[C:10]([S:11][CH3:21])[NH:12][C:13]([N:14]([CH2:15][CH3:16])[CH2:17][CH3:18])=[O:19])[c:4]([Cl:8])[cH:5][cH:6][cH:7]1.[I-:20]. Starting materials: COCCOC, CCOC(=O)c1cccnc1Cl, OB(O)c1ccc(C(F)(F)F)cc1, [Na+], [Na+], O=C([O-])[O-], c1ccc(P(c2ccccc2)(c2ccccc2)[Pd](P(c2ccccc2)(c2ccccc2)c2ccccc2)(P(c2ccccc2)(c2ccccc2)c2ccccc2)P(c2ccccc2)(c2ccccc2)c2ccccc2)cc1. Product: CCOC(=O)c1cccnc1-c1ccc(C(F)(F)F)cc1. Reaction SMILES: [CH2:32]([CH2:33][O:34][CH3:35])[O:36][CH3:37].[Cl:1][c:2]1[c:3]([C:4](=[O:5])[O:6][CH2:7][CH3:8])[cH:9][cH:10][cH:11][n:12]1.[F:13][C:14]([c:15]1[cH:16][cH:17][c:18]([B:21]([OH:22])[OH:23])[cH:19][cH:20]1)([F:24])[F:25].[Na+:26].[Na+:27].[O-:28][C:29](=[O:30])[O-:31].[cH:38]1[cH:39][cH:40][c:41]([P:42]([Pd:43]([P:44]([c:45]2[cH:46][cH:47][cH:48][cH:49][cH:50]2)([c:51]2[cH:52][cH:53][cH:54][cH:55][cH:56]2)[c:57]2[cH:58][cH:59][cH:60][cH:61][cH:62]2)([P:63]([c:64]2[cH:65][cH:66][cH:67][cH:68][cH:69]2)([c:70]2[cH:71][cH:72][cH:73][cH:74][cH:75]2)[c:76]2[cH:77][cH:78][cH:79][cH:80][cH:81]2)[P:82]([c:83]2[cH:84][cH:85][cH:86][cH:87][cH:88]2)([c:89]2[cH:90][cH:91][cH:92][cH:93][cH:94]2)[c:95]2[cH:96][cH:97][cH:98][cH:99][cH:100]2)([c:101]2[cH:102][cH:103][cH:104][cH:105][cH:106]2)[c:107]2[cH:108][cH:109][cH:110][cH:111][cH:112]2)[cH:113][cH:114]1>>[c:2]1(-[c:18]2[cH:17][cH:16][c:15]([C:14]([F:13])([F:24])[F:25])[cH:20][cH:19]2)[c:3]([C:4](=[O:5])[O:6][CH2:7][CH3:8])[cH:9][cH:10][cH:11][n:12]1. Starting materials: ClC1=NC(=C2N=CN(C2=N1)[C@@H]1O[C@@H]([C@H]([C@H]1O)O)C1=NC(=NO1)CC)NCC(C1=CC=CC=C1)C1=CC=CC=C1 ((2R,3R,4S,5S)-2-[2-Chloro-6-(2,2-diphenyl-ethylamino)-purin-9-yl]-5-(3-ethyl-[1,2,4]oxadiazol-5-yl)-tetrahydro-furan-3,4-diol), NCCN1CCOCC1 (4-(2-aminoethyl)morpholine). Run in CS(=O)C (DMSO). Run at temperature 80 celsius. The product is C(=O)O.C1(=CC=CC=C1)C(CNC1=C2N=CN(C2=NC(=N1)NCCN1CCOCC1)[C@@H]1O[C@@H]([C@H]([C@H]1O)O)C1=NC(=NO1)CC)C1=CC=CC=C1 ((2R,3R,4S,5S)-2-[6-(2,2-Diphenyl-ethylamino)-2-(2-morpholin-4-yl-ethylamino)-purin-9-yl]-5-(3-ethyl-[1,2,4]oxadiazol-5-yl)-tetrahydro-furan-3,4-diol formate). Reaction SMILES: Cl[C:2]1[N:10]=[C:9]2[C:5]([N:6]=[CH:7][N:8]2[C@H:11]2[C@H:15]([OH:16])[C@H:14]([OH:17])[C@@H:13]([C:18]3[O:22][N:21]=[C:20]([CH2:23][CH3:24])[N:19]=3)[O:12]2)=[C:4]([NH:25][CH2:26][CH:27]([C:34]2[CH:39]=[CH:38][CH:37]=[CH:36][CH:35]=2)[C:28]2[CH:33]=[CH:32][CH:31]=[CH:30][CH:29]=2)[N:3]=1.[NH2:40][CH2:41][CH2:42][N:43]1[CH2:48][CH2:47][O:46][CH2:45][CH2:44]1>CS(C)=O>[CH:18]([OH:22])=[O:46].[C:34]1([CH:27]([C:28]2[CH:29]=[CH:30][CH:31]=[CH:32][CH:33]=2)[CH2:26][NH:25][C:4]2[N:3]=[C:2]([NH:40][CH2:41][CH2:42][N:43]3[CH2:48][CH2:47][O:46][CH2:45][CH2:44]3)[N:10]=[C:9]3[C:5]=2[N:6]=[CH:7][N:8]3[C@H:11]2[C@H:15]([OH:16])[C@H:14]([OH:17])[C@@H:13]([C:18]3[O:22][N:21]=[C:20]([CH2:23][CH3:24])[N:19]=3)[O:12]2)[CH:39]=[CH:38][CH:37]=[CH:36][CH:35]=1 |f:3.4|. Reported procedure: A mixture of Intermediate 4 (0.034 g, 0.062 mmol), 4-(2-aminoethyl)morpholine (0.041 ml, 0.31 mmol) and DMSO (0.03 ml); in a sealed vial (e.g. Reacti-vial™) was heated at 80° C. for 28 h. Purification by Autoprep. HPLC afforded the title compound after freeze drying as a white solid (0.015 g). LC/MS system A Rt=3.67 mins, m/z=642MH+ Reactants: COC(=O)c1cc2nccnc2cc1N, O=C1CCC(=O)N1Cl, CN(C)C=O, O. The product is COC(=O)c1cc2nccnc2c(Cl)c1N. Reaction SMILES: [CH3:1][O:2][C:3](=[O:4])[c:5]1[cH:6][c:7]2[n:8][cH:9][cH:10][n:11][c:12]2[cH:13][c:14]1[NH2:15].[Cl:16][N:17]1[C:18](=[O:19])[CH2:20][CH2:21][C:22]1=[O:23].[O:25]=[CH:26][N:27]([CH3:28])[CH3:29].[OH2:24]>>[CH3:1][O:2][C:3](=[O:4])[c:5]1[cH:6][c:7]2[n:8][cH:9][cH:10][n:11][c:12]2[c:13]([Cl:16])[c:14]1[NH2:15]. Reactants: BrC1=CC(=C(C=C1)CBr)CC (4-bromo-1-bromomethyl-2-ethyl-benzene), [C-]#N.[K+] (potassium cyanide). Run in CCOCC (Et2O), CN(C)C=O.O (DMF H2O). Conditions: temperature 45 celsius. Product: BrC1=CC(=C(C=C1)CC#N)CC ((4-Bromo-2-ethyl-phenyl)-acetonitrile). Isolated yield 81.9%. As a reaction SMILES: [Br:1][C:2]1[CH:7]=[CH:6][C:5]([CH2:8]Br)=[C:4]([CH2:10][CH3:11])[CH:3]=1.[C-:12]#[N:13].[K+]>CN(C=O)C.O.CCOCC>[Br:1][C:2]1[CH:7]=[CH:6][C:5]([CH2:8][C:12]#[N:13])=[C:4]([CH2:10][CH3:11])[CH:3]=1 |f:1.2,3.4|. Procedure: To a solution of 4-bromo-1-bromomethyl-2-ethyl-benzene (2.0 g, 7.25 mmol) in DMF/H2O (30 mL/6 mL) was added potassium cyanide (471 mg, 7.25 mmol). The reaction mixture was heated to 45° C. for 3 hours before it was cooled to room temperature. The mixture was diluted with Et2O and washed with H2O, brine and dried over MgSO4. The solvent was removed in vacuo to obtain the desired product (1.33 g, 80% yield). 1H NMR (300 MHz, CDCl3): δ 1.26 (t, J=7.5 Hz, 3 H), 2.60–2.67 (m, 2 H), 3.66 (s, 2H), 7.23... Starting materials: C#CCCCC#N, CCCC[N+](CCCC)(CCCC)CCCC, [I-], O=C(NOCc1cccc(I)c1)c1ccccc1NCc1ccncc1. Yields the product N#CCCCC#Cc1cccc(CONC(=O)c2ccccc2NCc2ccncc2)c1. RXN SMILES: [C:27](#[N:28])[CH2:29][CH2:30][CH2:31][C:32]#[CH:33].[CH2:35]([N+:36]([CH2:37][CH2:38][CH2:39][CH3:40])([CH2:41][CH2:42][CH2:43][CH3:44])[CH2:45][CH2:46][CH2:47][CH3:48])[CH2:49][CH2:50][CH3:51].[I-:34].[I:1][c:2]1[cH:3][c:4]([CH2:5][O:6][NH:7][C:8]([c:9]2[c:10]([NH:15][CH2:16][c:17]3[cH:18][cH:19][n:20][cH:21][cH:22]3)[cH:11][cH:12][cH:13][cH:14]2)=[O:23])[cH:24][cH:25][cH:26]1>>[c:2]1([C:33]#[C:32][CH2:31][CH2:30][CH2:29][C:27]#[N:28])[cH:3][c:4]([CH2:5][O:6][NH:7][C:8]([c:9]2[c:10]([NH:15][CH2:16][c:17]3[cH:18][cH:19][n:20][cH:21][cH:22]3)[cH:11][cH:12][cH:13][cH:14]2)=[O:23])[cH:24][cH:25][cH:26]1. As a reaction SMILES: [CH3:3][O:4][C:5]([CH2:6][c:7]1[cH:8][cH:9][c:10](-[c:13]2[c:14]([CH3:39])[cH:15][c:16]([C:19]([CH2:20][CH3:21])([c:22]3[cH:23][c:24]([CH3:36])[c:25]([C:28]#[C:29][C:30]4([OH:35])[CH2:31][CH2:32][CH2:33][CH2:34]4)[cH:26][cH:27]3)[CH2:37][CH3:38])[cH:17][cH:18]2)[cH:11][cH:12]1)=[O:40].[CH3:48][OH:49].[Cl-:41].[NH4+:42].[Na+:2].[O:43]1[CH2:44][CH2:45][CH2:46][CH2:47]1.[OH-:1]>>[O:4]=[C:5]([CH2:6][c:7]1[cH:8][cH:9][c:10](-[c:13]2[c:14]([CH3:39])[cH:15][c:16]([C:19]([CH2:20][CH3:21])([c:22]3[cH:23][c:24]([CH3:36])[c:25]([C:28]#[C:29][C:30]4([OH:35])[CH2:31][CH2:32][CH2:33][CH2:34]4)[cH:26][cH:27]3)[CH2:37][CH3:38])[cH:17][cH:18]2)[cH:11][cH:12]1)[OH:40]. Reactants: CCC(CC)(c1ccc(C#CC2(O)CCCC2)c(C)c1)c1ccc(-c2ccc(CC(=O)OC)cc2)c(C)c1, CO, [Cl-], [NH4+], [Na+], C1CCOC1, [OH-]. Product: CCC(CC)(c1ccc(C#CC2(O)CCCC2)c(C)c1)c1ccc(-c2ccc(CC(=O)O)cc2)c(C)c1. As a reaction SMILES: [Cl:26][CH2:27][C:28](=[O:29])[Cl:30].[NH2:1][CH2:2][c:3]1[cH:4][cH:5][c:6]([CH2:7][CH2:8][N:9]2[CH2:10][CH2:11][CH:12]([N:15]3[CH2:16][CH2:17][c:18]4[cH:19][cH:20][cH:21][cH:22][c:23]43)[CH2:13][CH2:14]2)[cH:24][cH:25]1>>[NH:1]([CH2:2][c:3]1[cH:4][cH:5][c:6]([CH2:7][CH2:8][N:9]2[CH2:10][CH2:11][CH:12]([N:15]3[CH2:16][CH2:17][c:18]4[cH:19][cH:20][cH:21][cH:22][c:23]43)[CH2:13][CH2:14]2)[cH:24][cH:25]1)[C:28]([CH2:27][Cl:26])=[O:29]. Yields the product O=C(CCl)NCc1ccc(CCN2CCC(N3CCc4ccccc43)CC2)cc1. Starting materials: O=C(Cl)CCl, NCc1ccc(CCN2CCC(N3CCc4ccccc43)CC2)cc1. Reactants: OC1CCNCC1 (4-Hydroxypiperidine), CC(C)([O-])C.[K+] (potassium tert-butoxide), ClC1=C(C(=C(C=C1)F)C)Cl (1,2-Dichloro-4-fluoro-3-methylbenzene), CN1C(CCC1)=O (N-methylpyrrolidone). Solvent: O1CCCC1 (Tetrahydrofuran), O (Water), O1CCCC1 (tetrahydrofuran), O1CCCC1 (tetrahydrofuran). Conditions: temperature 67 celsius, time 10 minute. The product is Cl.ClC=1C(=C(OC2CCNCC2)C=CC1Cl)C (4-(3,4-dichloro-2-methyl-phenoxy)-piperidine hydrochloride). The yield is 150.4%. Reaction SMILES: [OH:1][CH:2]1[CH2:7][CH2:6][NH:5][CH2:4][CH2:3]1.CC(C)([O-])C.[K+].CN1CCCC1=O.[Cl:21][C:22]1[CH:27]=[CH:26][C:25](F)=[C:24]([CH3:29])[C:23]=1[Cl:30]>O1CCCC1.O>[ClH:21].[Cl:30][C:23]1[C:24]([CH3:29])=[C:25]([CH:26]=[CH:27][C:22]=1[Cl:21])[O:1][CH:2]1[CH2:7][CH2:6][NH:5][CH2:4][CH2:3]1 |f:1.2,7.8|. Reported procedure: 4-Hydroxypiperidine (32.5 g) and potassium tert-butoxide (62.7 g) were added to a 1 L jacketed vessel. Tetrahydrofuran (275 mL) was added followed by N-methylpyrrolidone (25 mL). 1,2-Dichloro-4-fluoro-3-methylbenzene (50 g) in tetrahydrofuran (100 mL) was then added, followed by tetrahydrofuran (100 mL). The mixture was heated to 67° C. overnight then cooled to 50° C. Water (250 mL) was added and the mixture was stirred for 10 min at 50° C. The layers were separated and the heating was removed. ...